This data is from the Open Reaction Database (ORD), a public repository of structured organic reaction records. The task is: describe an organic reaction: reactants, conditions, products, and yield Starting materials: COC(CCC1(C2(OCCO2)CCCC1)C)=O (6-methyl-1,4-dioxaspiro[4.5]decane-6-propionic acid methyl ester), COC(CCC1(C2(OCCO2)CCCC1)CC)=O (6-ethyl-1,4-dioxaspiro[4.5]decane-6-propionic acid methyl ester), C(C)C1(C(CCCC1)=O)CC(=O)O (1-ethyl-2-oxocyclohexaneacetic acid). Product: C(C)C1(C2(OCCO2)CCCC1)CCC(O)(C1=CC=CC=C1)C1=CC=CC=C1 (6-ethyl-α,α-diphenyl-1,4dioxaspiro[4.5]decane-6-propanol). RXN SMILES: COC(=O)CC[C:6]1(C)[CH2:15][CH2:14][CH2:13][CH2:12][C:7]21OCCO2.CO[C:20](=[O:35])[CH2:21][CH2:22][C:23]1([CH2:33][CH3:34])[CH2:32][CH2:31][CH2:30][CH2:29][C:24]21[O:28][CH2:27][CH2:26][O:25]2.C([C:38]1(CC(O)=O)[CH2:43][CH2:42][CH2:41][CH2:40][C:39]1=O)C>>[CH2:33]([C:23]1([CH2:22][CH2:21][C:20]([C:6]2[CH:7]=[CH:12][CH:13]=[CH:14][CH:15]=2)([C:38]2[CH:43]=[CH:42][CH:41]=[CH:40][CH:39]=2)[OH:35])[CH2:32][CH2:31][CH2:30][CH2:29][C:24]21[O:25][CH2:26][CH2:27][O:28]2)[CH3:34]. Procedure details: In the same manner but replacing 6-methyl-1,4-dioxaspiro[4.5]decane-6-propionic acid methyl ester with an equivalent amount of 6-ethyl-1,4-dioxaspiro[4.5]decane-6-propionic acid methyl ester, described in Example 7, 1-ethyl-2-oxocyclohexaneacetic acid, identical to the product of the same name in Example 5, is obtained via the respective intermediates, 6-ethyl-α,α-diphenyl-1,4dioxaspiro[4.5]decane-6-propanol, νmaxCHCl3 3450 cm, nmr (CDCl3) δ 0.75 (t, J = 7, 3H), 3.85 (s, 4H), 7.2-7.6 (m, 10H) an... Reactants: CN(C)C=O, COC(=O)c1ccc(CBr)cc1Cl, [N-]=[N+]=[N-], [Na+]. Product: COC(=O)c1ccc(CN=[N+]=[N-])cc1Cl. RXN SMILES: [CH3:18][N:19]([CH3:20])[CH:21]=[O:22].[CH3:5][O:6][C:7]([c:8]1[c:9]([Cl:16])[cH:10][c:11]([CH2:14][Br:15])[cH:12][cH:13]1)=[O:17].[N-:2]=[N+:3]=[N-:4].[Na+:1]>>[N:2](=[N+:3]=[N-:4])[CH2:14][c:11]1[cH:10][c:9]([Cl:16])[c:8]([C:7]([O:6][CH3:5])=[O:17])[cH:13][cH:12]1. Reactants: c1ccc(OCC2CO2)cc1, CS(C)=O, NCCc1ccc(O)cc1. Yields the product Oc1ccc(CCNCC(O)COc2ccccc2)cc1. Reaction SMILES: [CH2:11]([CH:12]1[CH2:13][O:14]1)[O:15][c:16]1[cH:17][cH:18][cH:19][cH:20][cH:21]1.[CH3:22][S:23]([CH3:24])=[O:25].[NH2:1][CH2:2][CH2:3][c:4]1[cH:5][cH:6][c:7]([OH:8])[cH:9][cH:10]1>>[NH:1]([CH2:2][CH2:3][c:4]1[cH:5][cH:6][c:7]([OH:8])[cH:9][cH:10]1)[CH2:13][CH:12]([CH2:11][O:15][c:16]1[cH:17][cH:18][cH:19][cH:20][cH:21]1)[OH:14]. Reactants: C(C)(C)(C)OC(=O)N1CC(CCC1)=O (3-oxo-piperidine-1-carboxylic acid tert-butyl ester), B(F)(F)F.CCOCC (BF3.Et2O), [N+](=[N-])=CC(=O)OCC (ethyl diazoacetate), C(=O)(O)[O-].[Na+] (NaHCO3). Solvent: CCOCC (Et2O). Conditions: time 1 hour. Yields the product C(C)OC(=O)C1C(CN(CCC1)C(=O)OC(C)(C)C)=O (3-oxo-azepane-1,4-dicarboxylic acid 1-tert-butyl ester 4-ethyl ester). The yield is 33.9%. As a reaction SMILES: [C:1]([O:5][C:6]([N:8]1[CH2:13][CH2:12][CH2:11][C:10](=[O:14])[CH2:9]1)=[O:7])([CH3:4])([CH3:3])[CH3:2].B(F)(F)F.CCOCC.[N+](=[CH:26][C:27]([O:29][CH2:30][CH3:31])=[O:28])=[N-].C([O-])(O)=O.[Na+]>CCOCC>[CH2:30]([O:29][C:27]([CH:26]1[CH2:11][CH2:12][CH2:13][N:8]([C:6]([O:5][C:1]([CH3:4])([CH3:3])[CH3:2])=[O:7])[CH2:9][C:10]1=[O:14])=[O:28])[CH3:31] |f:1.2,4.5|. Reported procedure: To a 0° C. solution of 3-oxo-piperidine-1-carboxylic acid tert-butyl ester (11.3 g, 56.7 mmol) in Et2O (170 mL) was added BF3.Et2O (7.2 mL, 56.7 mmol) and ethyl diazoacetate (7.2 mL, 68.0 mmol) dropwise over 30 min. After an additional 1 h, satd. aq. NaHCO3 was added and the solution was stirred for 1 h, then was extracted with Et2O (2×). The combined organic layers were washed with brine, dried and concentrated. The resulting residue was purified via SiO2 chromatography (10-30% EtOAc/hexanes) t... Reactants: O.NN (Hydrazine hydrate), I.C(C1=CC=CC=C1)N(C(OC)=NC)C (1-benzyl-1,2,3-trimethyl-isourea hydroiodide), C(C)O (ethanol). Run at time 4 hour. Product: C(C1=CC=CC=C1)N(C=1N(C(NN1)=O)C)C (5-(Benzyl-methyl-amino)-4-methyl-2,4-dihydro[1,2,4]triazol-3-one). As a reaction SMILES: O.[NH2:2][NH2:3].I.[CH2:5]([N:12]([CH3:18])[C:13](=[N:16][CH3:17])OC)[C:6]1[CH:11]=[CH:10][CH:9]=[CH:8][CH:7]=1.[CH2:19]([OH:21])C>>[CH2:5]([N:12]([CH3:18])[C:13]1[N:16]([CH3:17])[C:19](=[O:21])[NH:2][N:3]=1)[C:6]1[CH:7]=[CH:8][CH:9]=[CH:10][CH:11]=1 |f:0.1,2.3|. Procedure: Hydrazine hydrate (9.41 ml) was added to a mixture of 1-benzyl-1,2,3-trimethyl-isourea hydroiodide (CAS 56043-41-5) (65.2 g) and ethanol (400 ml), and the mixture was stirred at room temperature for 4 hours. The reaction mixture was concentrated under reduced pressure, pyridine (300 ml) was added to the residue, and ethyl chloroformate (20.4 ml) was added dropwise while stirring on ice. After heating to reflux for 1 hour and 30 minutes, the reaction mixture was concentrated under reduced pressur... Reactants: C(=O)C1=CC=C(C=C1)C1=NOC(=C1)C(=O)N (3-(4-formyl-phenyl)-isoxazole-5-carboxylic acid amide), C(=O)C1=CC=C(C=C1)C1=NOC(=C1)C(=O)N (3-(4-formyl-phenyl)-isoxazole-5-carboxylic acid amide), C(=O)([O-])[O-].[Na+].[Na+] (Na2CO3), C1NCC2=CC=CC=C12 (isoindoline), [BH-](OC(=O)C)(OC(=O)C)OC(=O)C.[Na+] (Na(OAc)3BH). Solvent: ClC(C)Cl (dichloroethane), CC(=O)O (AcOH), ClC(C)Cl (dichloroethane). Reaction conditions: time 20 minute. Yields the product N1C(CC2=CC=CC=C12)CC1=CC=C(C=C1)C1=NOC(=C1)C(=O)N (3-[4-(1,3-dihydro-indol-2-ylmethyl)-phenyl]-isoxazole-5-carboxylic acid amide). The yield is 33.7%. RXN SMILES: [CH2:1]1[C:9]2[C:4](=[CH:5][CH:6]=[CH:7][CH:8]=2)[CH2:3][NH:2]1.[BH-](OC(C)=O)(OC(C)=O)OC(C)=O.[Na+].[CH:24]([C:26]1[CH:31]=[CH:30][C:29]([C:32]2[CH:36]=[C:35]([C:37]([NH2:39])=[O:38])[O:34][N:33]=2)=[CH:28][CH:27]=1)=O.C([O-])([O-])=O.[Na+].[Na+]>ClC(Cl)C.CC(O)=O>[NH:2]1[C:1]2[C:9](=[CH:8][CH:7]=[CH:6][CH:5]=2)[CH2:4][CH:3]1[CH2:24][C:26]1[CH:27]=[CH:28][C:29]([C:32]2[CH:36]=[C:35]([C:37]([NH2:39])=[O:38])[O:34][N:33]=2)=[CH:30][CH:31]=1 |f:1.2,4.5.6|. Reported procedure: To a solution of isoindoline (11 μL, 0.097 mmol) in dichloroethane (1 mL) was added Na(OAc)3BH (59 mg, 0.278 mmol). The mixture was stirred at room temperature under argon for 20 min. A slurry of 3-(4-formyl-phenyl)-isoxazole-5-carboxylic acid amide (which may be prepared as described in Preparation of Intermediate 20; 20 mg, 0.093 mmol) in dichloroethane (1 mL) was added, followed by AcOH (20 μL). The reaction mixture was stirred at room temperature overnight. 1 M Na2CO3 solution was added and ... The product is Cn1nc(-n2ncc(C#N)c2Br)c(Cl)c1OC(F)F. Reaction SMILES: [BrH:24].[N:20]([O-:21])=[O:22].[NH2:1][c:2]1[c:3]([C:18]#[N:19])[cH:4][n:5][n:6]1-[c:7]1[n:8][n:9]([CH3:17])[c:10]([O:13][CH:14]([F:15])[F:16])[c:11]1[Cl:12].[Na+:23].[OH2:25]>>[c:2]1([Br:24])[c:3]([C:18]#[N:19])[cH:4][n:5][n:6]1-[c:7]1[n:8][n:9]([CH3:17])[c:10]([O:13][CH:14]([F:15])[F:16])[c:11]1[Cl:12]. Starting materials: Br, O=N[O-], Cn1nc(-n2ncc(C#N)c2N)c(Cl)c1OC(F)F, [Na+], O. Starting materials: CC1=C(C=CC=C1)C1=NSC(=N1)S(=O)(=O)N (3-(2-methylphenyl)-1,2,4-thiadiazole-5-sulfonamide), C(C(C)C)(OC)(OC)OC (trimethyl orthoisobutyrate). Run in CCCCCC (Hexane). Conditions: time 2 hour. Yields the product COC(C(C)C)=NS(=O)(=O)C1=NC(=NS1)C1=C(C=CC=C1)C (N-(1-Methoxy-2-methylpropylidene)-3-(2-methylphenyl)-1,2,4-thiadiazole-5-sulfonamide). Reaction SMILES: [CH3:1][C:2]1[CH:7]=[CH:6][CH:5]=[CH:4][C:3]=1[C:8]1[N:12]=[C:11]([S:13]([NH2:16])(=[O:15])=[O:14])[S:10][N:9]=1.[C:17](OC)(OC)([O:21][CH3:22])[CH:18]([CH3:20])[CH3:19]>CCCCCC>[CH3:22][O:21][C:17](=[N:16][S:13]([C:11]1[S:10][N:9]=[C:8]([C:3]2[CH:4]=[CH:5][CH:6]=[CH:7][C:2]=2[CH3:1])[N:12]=1)(=[O:15])=[O:14])[CH:18]([CH3:20])[CH3:19]. Procedure details: A mixture of 3 g of 3-(2-methylphenyl)-1,2,4-thiadiazole-5-sulfonamide and 11 ml of trimethyl orthoisobutyrate was heated to reflux and stirred for 2 hours. The mixture was allowed to cool to room temperature, whereupon a precipitate formed. Hexane was added and the mixture was stirred for 15 minutes. The solid was filtered and washed with hexane and dried in vacuum (P2O5) to give 3.49 g of solid, m.p. 116°-118°. The reactants are OC1=C(C#N)C=CC=C1 (2-hydroxylbenzonitrile), C([O-])([O-])=O.[K+].[K+] (potassium carbonate), C(C)Br (ethyl bromide). The solvent is CC(=O)C (acetone). The product is C(C)OC1=C(C#N)C=CC=C1 (2-Ethoxy-benzonitrile). Yield: 97.1%. RXN SMILES: [OH:1][C:2]1[CH:9]=[CH:8][CH:7]=[CH:6][C:3]=1[C:4]#[N:5].C(=O)([O-])[O-].[K+].[K+].[CH2:16](Br)[CH3:17]>CC(C)=O>[CH2:16]([O:1][C:2]1[CH:9]=[CH:8][CH:7]=[CH:6][C:3]=1[C:4]#[N:5])[CH3:17] |f:1.2.3|. Procedure: 25 g (210 mmol) of 2-hydroxylbenzonitrile are heated, together with 87 g of potassium carbonate and 34.3 g (314.8 mmol) of ethyl bromide, in 500 ml of acetone under reflux overnight. The solid is filtered off, the solvent is removed in vacuo and the residue is distilled in vacuo. 30.0 g (97%) of a colorless liquid are obtained. Product: BrC=1SC=C(N1)C=1C=C(C#N)C=CC1 (3-(2-Bromo-1,3-thiazol-4-yl)benzonitrile). Reactants: Br.C(C)(=O)O (hydrogen bromide acetic acid), C(#N)C=1C=C(C=CC1)C(CSC#N)=O (2-(3-cyanophenyl)-2-oxoethyl thiocyanate), O (Water). Run in C(C)(=O)O (acetic acid). Conditions: temperature 130 celsius, time 1 hour. The yield is 75.6%. As a reaction SMILES: [BrH:1].C(O)(=O)C.[C:6]([C:8]1[CH:9]=[C:10]([C:14](=O)[CH2:15][S:16][C:17]#[N:18])[CH:11]=[CH:12][CH:13]=1)#[N:7].O>C(O)(=O)C>[Br:1][C:17]1[S:16][CH:15]=[C:14]([C:10]2[CH:9]=[C:8]([CH:13]=[CH:12][CH:11]=2)[C:6]#[N:7])[N:18]=1 |f:0.1|. Procedure: A 25% hydrogen bromide/acetic acid (10 ml) solution was added to a solution of 2-(3-cyanophenyl)-2-oxoethyl thiocyanate (1.0 g, 4.94 mmol) in acetic acid (10 ml), and the mixture was stirred at 130° C. for 2 hours and at room temperature for 1 hour. Water was poured to the reaction mixture, and crystals were collected by filtration and washed with water to give 990 mg (75.6%) of the desired product as a solid.